Dataset: the Open Reaction Database (ORD), a public repository of structured organic reaction records. Task: describe an organic reaction: reactants, conditions, products, and yield The reactants are O=C(CNC(=O)c1cccc(C(F)(F)F)c1)NC1CNC1, COc1ccc(C2(O)CCC(=O)CC2)cc1. Yields the product COc1ccc(C2(O)CCC(N3CC(NC(=O)CNC(=O)c4cccc(C(F)(F)F)c4)C3)CC2)cc1. RXN SMILES: [NH:17]1[CH2:18][CH:19]([NH:21][C:22](=[O:23])[CH2:24][NH:25][C:26]([c:27]2[cH:28][c:29]([C:33]([F:34])([F:35])[F:36])[cH:30][cH:31][cH:32]2)=[O:37])[CH2:20]1.[OH:1][C:2]1([c:9]2[cH:10][cH:11][c:12]([O:15][CH3:16])[cH:13][cH:14]2)[CH2:3][CH2:4][C:5](=[O:8])[CH2:6][CH2:7]1>>[OH:1][C:2]1([c:9]2[cH:10][cH:11][c:12]([O:15][CH3:16])[cH:13][cH:14]2)[CH2:3][CH2:4][CH:5]([N:17]2[CH2:18][CH:19]([NH:21][C:22](=[O:23])[CH2:24][NH:25][C:26]([c:27]3[cH:28][c:29]([C:33]([F:34])([F:35])[F:36])[cH:30][cH:31][cH:32]3)=[O:37])[CH2:20]2)[CH2:6][CH2:7]1. The reactants are BrB(Br)Br (tribromoborane), BrC1=C(C=CC(=C1)OC)CC(=O)O ((2-bromo-4-methoxyphenyl)acetic acid), ice water. The solvent is ClCCl (dichloromethane), ClCCl (dichloromethane). The product is BrC1=C(C=CC(=C1)O)CC(=O)O ((2-bromo-4-hydroxyphenyl)acetic acid). The yield is 72.8%. As a reaction SMILES: BrB(Br)Br.[Br:5][C:6]1[CH:11]=[C:10]([O:12]C)[CH:9]=[CH:8][C:7]=1[CH2:14][C:15]([OH:17])=[O:16]>ClCCl>[Br:5][C:6]1[CH:11]=[C:10]([OH:12])[CH:9]=[CH:8][C:7]=1[CH2:14][C:15]([OH:17])=[O:16]. Procedure: A dichloromethane solution (1.0 M, 150 mL) of tribromoborane was added dropwise to a solution of (2-bromo-4-methoxyphenyl)acetic acid (15.0 g) in dichloromethane (160 mL) at room temperature, and the reaction mixture was refluxed for 3 hr, allowed to cool to room temperature, and poured into ice water. The mixture was extracted with ethyl acetate, and the organic layer was separated. The organic layer was dried over anhydrous magnesium sulfate, and the solvent was evaporated under reduced pressu... Reactants: C(C)(C)(C)OC(N(C)C)OC(C)(C)C (di-tert-butoxy-N,N-dimethylmethanamine), ClC=1C(=C(C(=O)O)C=CC1F)F (3-chloro-2,4-difluorobenzoic acid), CN(C)C=O (DMF). Solvent: C(=O)(O)[O-].[Na+] (NaHCO3), CCOC(=O)C (EtOAc). Reaction conditions: temperature 80 celsius. The product is ClC=1C(=C(C(=O)OC(C)(C)C)C=CC1F)F (tert-butyl 3-chloro-2,4-difluorobenzoate). Reaction SMILES: C([O:5][CH:6]([O:10][C:11]([CH3:14])([CH3:13])[CH3:12])N(C)C)(C)(C)C.[Cl:15][C:16]1[C:17]([F:26])=[C:18]([CH:22]=[CH:23][C:24]=1[F:25])C(O)=O.CN(C=O)C>C([O-])(O)=O.[Na+].CCOC(C)=O>[Cl:15][C:16]1[C:24]([F:25])=[C:23]([CH:22]=[CH:18][C:17]=1[F:26])[C:6]([O:10][C:11]([CH3:12])([CH3:13])[CH3:14])=[O:5] |f:3.4|. Reported procedure: A 125 mL, single-neck, round-bottomed flask was charged with di-tert-butoxy-N,N-dimethylmethanamine (48.2 ml, 201 mmol), 3-chloro-2,4-difluorobenzoic acid (9.67 g, 50.2 mmol), and DMF (50 ml). The reaction was heated to 80° C. for 48 hours. After cooling to ambient temperature, the reaction was diluted with saturated NaHCO3 and EtOAc. The aqueous phase was extracted with EtOAc, and the combined organic phases were washed with saturated NaHCO3 and brine, dried, filtered and concentrated to provid... The reactants are COC1=CC=C(\C=C(\CO)/CC)C=C1 (2-((E)-4-methoxybenzylidene)butan-1-ol). The reagents and catalysts are [O-2].[O-2].[Mn+4] (manganese dioxide). Run in C(Cl)(Cl)Cl (chloroform). Conditions: time 20 hour. Yields the product COC1=CC=C(\C=C(\C=O)/CC)C=C1 (2-((E)-4-methoxybenzylidene)butan-1-al). The yield is 30.6%. As a reaction SMILES: [CH3:1][O:2][C:3]1[CH:14]=[CH:13][C:6](/[CH:7]=[C:8](\[CH2:11][CH3:12])/[CH2:9][OH:10])=[CH:5][CH:4]=1>C(Cl)(Cl)Cl.[O-2].[O-2].[Mn+4]>[CH3:1][O:2][C:3]1[CH:14]=[CH:13][C:6](/[CH:7]=[C:8](\[CH2:11][CH3:12])/[CH:9]=[O:10])=[CH:5][CH:4]=1 |f:2.3.4|. Reported procedure: A mixture of 2-((E)-4-methoxybenzylidene)butan-1-ol (31 g) and manganese dioxide (130 g) in chloroform (600 ml) was stirred at room temperature for 20 hours. Manganese dioxide was filtered off by filtration and the filtrate was condensed to give 2-((E)-4-methoxybenzylidene)butan-1-al (9.4 g). The product is C(C1=CC=CC=C1)NC1CCC2=CC3=C(OCC3)C=C2C1 (7-(N-Benzylamino)-2,3,5,6,7,8-hexahydronaphtho[2,3-b]-furan). Reactants: Cl.NC1CCC2=CC3=C(OCC3)C=C2C1 (7-Amino-2,3,5,6,7,8-hexahydronaphtho[2,3-b]furan hydrochloride), C(C1=CC=CC=C1)=O (benzaldehyde). As a reaction SMILES: Cl.[NH2:2][CH:3]1[CH2:15][C:14]2[C:6](=[CH:7][C:8]3[CH2:12][CH2:11][O:10][C:9]=3[CH:13]=2)[CH2:5][CH2:4]1.[CH:16](=O)[C:17]1[CH:22]=[CH:21][CH:20]=[CH:19][CH:18]=1>C1C=CC=CC=1>[CH2:16]([NH:2][CH:3]1[CH2:15][C:14]2[C:6](=[CH:7][C:8]3[CH2:12][CH2:11][O:10][C:9]=3[CH:13]=2)[CH2:5][CH2:4]1)[C:17]1[CH:22]=[CH:21][CH:20]=[CH:19][CH:18]=1 |f:0.1|. Solvent: C1=CC=CC=C1 (benzene). Procedure details: 45 g of the compound of Example 2, 25.4 g of benzaldehyde and 300 ml of benzene are brought to reflux, removing the water formed. The mixture is evaporated to dryness, the residue is taken up with 300 ml of ethanol and 9 g of sodium borohydride are added portionwise, keeping the temperature at approximately 18° C. After one night at room temperature, the ethanol is removed under vacuum and the residue taken up with dilute hydrochloric acid solution. The acid phase is alkalinized and then extract... Starting materials: Cl.COC=1C=CC=2C[C@@H]3[C@@]4(CCC(C[C@@]4(C2C1O)CCN3C)=O)OC (3,14-Dimethoxy-4-hydroxy-17-methylmorphinan-6-one Hydrochloride), BrC1=CC=CC=C1 (bromobenzene), C(=O)([O-])[O-].[K+].[K+] (K2CO3). Solvent: N1=CC=CC=C1 (pyridine). The product is COC=1C=CC=2C[C@@H]3[C@@]4(CCC(C[C@@]4(C2C1OC1=CC=CC=C1)CCN3C)=O)OC (3,14-Dimethoxy-17-methyl-4-phenoxymorphinan-6-one). Isolated yield 59.2%. RXN SMILES: Cl.[CH3:2][O:3][C:4]1[CH:5]=[CH:6][C:7]2[CH2:8][C@H:9]3[N:21]([CH3:22])[CH2:20][CH2:19][C@@:15]4([C:16]=2[C:17]=1[OH:18])[C@@:10]3([O:24][CH3:25])[CH2:11][CH2:12][C:13](=[O:23])[CH2:14]4.Br[C:27]1[CH:32]=[CH:31][CH:30]=[CH:29][CH:28]=1.C([O-])([O-])=O.[K+].[K+]>N1C=CC=CC=1>[CH3:2][O:3][C:4]1[CH:5]=[CH:6][C:7]2[CH2:8][C@H:9]3[N:21]([CH3:22])[CH2:20][CH2:19][C@@:15]4([C:16]=2[C:17]=1[O:18][C:27]1[CH:32]=[CH:31][CH:30]=[CH:29][CH:28]=1)[C@@:10]3([O:24][CH3:25])[CH2:11][CH2:12][C:13](=[O:23])[CH2:14]4 |f:0.1,3.4.5|. Reported procedure: To a solution of crude 16 (16 g) in dry pyridine (200 ml) was added bromobenzene (22.5 g, 143.29 mmol) and 18 g (159.178 mmol) of K2CO3 (freshly dried at 110° C. for 2 hour in a vacuum oven and quickly ground and sieved to 200 mesh). More pyridine (20 ml) followed by copper powder (1.5 g, 10 micron) was added and the mixture was refluxed (oil bath temp 140°-150° C.) for 20 hr under a N2 atmosphere with stirring. The solution was filtered hot, and the residue washed with hot pyridine. The filtrat... Starting materials: ClC1=NC=CC(=N1)CC(=O)C=1C=C(C(=O)NC2=C(C=CC=C2F)F)C=CC1 (3-[(2-chloro-4-pyrimidinyl)acetyl]-N-(2,6-difluorophenyl)-benzamide), C1CC(=O)N(C1=O)Br (NBS), CCOCC (ether), NC1=NC=CC=C1F (2-amino-3-fluoropyridine). Run in C(Cl)Cl (DCM), C(Cl)Cl (DCM), CCOC(=O)C (EtOAc), C(=O)(O)[O-].[Na+] (NaHCO3). Reaction conditions: temperature 80 celsius, time 30 minute. Product: ClC1=NC=CC(=N1)C1=C(N=C2N1C=CC=C2F)C=2C=C(C(=O)NC1=C(C=CC=C1F)F)C=CC2 (3-[3-(2-chloro-4-pyrimidinyl)-8-fluoroimidazo[1,2-a]pyridin-2-yl]-N-(2,6-difluorophenyl)benzamide). Isolated yield 31.8%. RXN SMILES: [Cl:1][C:2]1[N:7]=[C:6]([CH2:8][C:9]([C:11]2[CH:12]=[C:13]([CH:25]=[CH:26][CH:27]=2)[C:14]([NH:16][C:17]2[C:22]([F:23])=[CH:21][CH:20]=[CH:19][C:18]=2[F:24])=[O:15])=O)[CH:5]=[CH:4][N:3]=1.C1C(=O)N(Br)C(=O)C1.[NH2:36][C:37]1[C:42]([F:43])=[CH:41][CH:40]=[CH:39][N:38]=1.CCOCC>C(Cl)Cl.CCOC(C)=O.C([O-])(O)=O.[Na+]>[Cl:1][C:2]1[N:7]=[C:6]([C:8]2[N:38]3[CH:39]=[CH:40][CH:41]=[C:42]([F:43])[C:37]3=[N:36][C:9]=2[C:11]2[CH:12]=[C:13]([CH:25]=[CH:26][CH:27]=2)[C:14]([NH:16][C:17]2[C:22]([F:23])=[CH:21][CH:20]=[CH:19][C:18]=2[F:24])=[O:15])[CH:5]=[CH:4][N:3]=1 |f:6.7|. Procedure details: To a stirred solution of 3-[(2-chloro-4-pyrimidinyl)acetyl]-N-(2,6-difluorophenyl)-benzamide (Intermediate Example 1, step B) (4.0 g, 10.34 mmol) in DCM (103 mL) at rt under N2 was added NBS (1.84 g, 10.34 mmol). The reaction was stirred approximately 30 min, then concentrated under vacuum to a foam like solid. The solid was dissolved in dioxane (103 mL) and 2-amino-3-fluoropyridine (3.47 g, 31.0 mmol) was added. The reaction was stirred under N2, heated to 80° C., and stirred for approximately ...